This data is from the Open Reaction Database (ORD), a public repository of structured organic reaction records. The task is: describe an organic reaction: reactants, conditions, products, and yield The reactants are C1(=CC=C(C=C1)C=1OC2=C(N1)C=C(C=C2)N)C (2-p-tolylbenzo[d]oxazol-5-amine), C(C)(=O)O (acetic acid), C(C1=CC=NC=C1)=O (isonicotinaldehyde), C(C)(=O)O[BH-](OC(C)=O)OC(C)=O.[Na+] (Sodium triacetoxyborohydride). Run in ClCCCl (1,2-dichloroethane), ClCCl (dichloromethane). Run at time 1 hour. Yields the product N1=CC=C(C=C1)CNC=1C=CC2=C(N=C(O2)C2=CC=C(C=C2)C)C1 (N-(Pyridin-4-ylmethyl)-2-p-tolylbenzo[d]oxazol-5-amine). Isolated yield 45.4%. Reaction SMILES: [C:1]1([CH3:17])[CH:6]=[CH:5][C:4]([C:7]2[O:8][C:9]3[CH:15]=[CH:14][C:13]([NH2:16])=[CH:12][C:10]=3[N:11]=2)=[CH:3][CH:2]=1.C(O)(=O)C.[CH:22](=O)[C:23]1[CH:28]=[CH:27][N:26]=[CH:25][CH:24]=1.C(O[BH-](OC(=O)C)OC(=O)C)(=O)C.[Na+]>ClCCCl.ClCCl>[N:26]1[CH:27]=[CH:28][C:23]([CH2:22][NH:16][C:13]2[CH:14]=[CH:15][C:9]3[O:8][C:7]([C:4]4[CH:3]=[CH:2][C:1]([CH3:17])=[CH:6][CH:5]=4)=[N:11][C:10]=3[CH:12]=2)=[CH:24][CH:25]=1 |f:3.4|. Procedure details: To 2-p-tolylbenzo[d]oxazol-5-amine (500 mg, 2.32 mmol) in 1,2-dichloroethane (20 mL) at room temperature was added acetic acid (142 μL, 2.32 mmol) and isonicotinaldehyde (222.5 μL, 2.29 mmol) and the mixture was stirred for 1 h. Sodium triacetoxyborohydride (707 mg, 3.35 mmol) was then added and the mixture was stirred at room temperature for 24 h. The mixture was then diluted with dichloromethane and the organic layer was washed with saturated aqueous NaHCO3. The combined organic layers were dr... Starting materials: [H-].[Al+3].[Li+].[H-].[H-].[H-] (lithium aluminium hydride), C[Si](OC1(CCCCCC1)C#N)(C)C (1-[(trimethylsilyl)oxy]cycloheptanecarbonitrile), [OH-].[Na+] (sodium hydroxide), O (water), O (water). Solvent: O1CCCC1 (tetrahydrofuran), O1CCCC1 (tetrahydrofuran), O1CCCC1 (Tetrahydrofuran), O1CCCC1 (tetrahydrofuran), O1CCCC1 (tetrahydrofuran). Conditions: temperature 12.5 celsius, time 3 hour. Yields the product NCC1(CCCCCC1)O (1-(aminomethyl)cycloheptanol). Isolated yield 76.2%. RXN SMILES: C[Si](C)(C)[O:3][C:4]1([C:11]#[N:12])[CH2:10][CH2:9][CH2:8][CH2:7][CH2:6][CH2:5]1.[H-].[Al+3].[Li+].[H-].[H-].[H-].O.[OH-].[Na+]>O1CCCC1>[NH2:12][CH2:11][C:4]1([OH:3])[CH2:10][CH2:9][CH2:8][CH2:7][CH2:6][CH2:5]1 |f:1.2.3.4.5.6,8.9|. Reported procedure: A solution of 1-[(trimethylsilyl)oxy]cycloheptanecarbonitrile (737.5 g) in tetrahydrofuran (738 ml) was charged to a vessel containing 1 molar lithium aluminium hydride solution in tetrahydrofuran (4980 ml) and tetrahydrofuran (369 ml) whilst maintaining the temperature at 55° C. to 60° C. Tetrahydrofuran (738 ml) was charged and the reaction stirred for 3 hours at 60° C. to 65° C. The reaction was cooled to 10 to 15° C. and charged with water (193 ml), premixed sodium hydroxide solution [water ... The reactants are C([O-])([O-])=O.[K+].[K+] (Potassium carbonate), BrCC(=O)OCC1=CC=CC=C1 (benzyl bromoacetate), NC1=CC=C(OCC(=O)OCC)C=C1 (ethyl (4-aminophenoxy)acetate), FC1=CC=C(C(=O)Cl)C=C1 (4-fluorobenzoyl chloride), Cl (hydrochloric acid). The solvent is C(C)(=O)OCC (ethyl acetate), O (water), CN(C)C=O (DMF). The product is C(C1=CC=CC=C1)OC(=O)CN(C1=CC=C(OCC(=O)OCC)C=C1)C(C1=CC=C(C=C1)F)=O (ethyl {4-[benzyloxycarbonylmethyl-(4-fluorobenzoyl)amino]phenoxy}acetate). As a reaction SMILES: C(=O)([O-])[O-].[K+].[K+].Br[CH2:8][C:9]([O:11][CH2:12][C:13]1[CH:18]=[CH:17][CH:16]=[CH:15][CH:14]=1)=[O:10].[NH2:19][C:20]1[CH:32]=[CH:31][C:23]([O:24][CH2:25][C:26]([O:28][CH2:29][CH3:30])=[O:27])=[CH:22][CH:21]=1.[F:33][C:34]1[CH:42]=[CH:41][C:37]([C:38](Cl)=[O:39])=[CH:36][CH:35]=1.Cl>C(OCC)(=O)C.O.CN(C=O)C>[CH2:12]([O:11][C:9]([CH2:8][N:19]([C:38](=[O:39])[C:37]1[CH:41]=[CH:42][C:34]([F:33])=[CH:35][CH:36]=1)[C:20]1[CH:21]=[CH:22][C:23]([O:24][CH2:25][C:26]([O:28][CH2:29][CH3:30])=[O:27])=[CH:31][CH:32]=1)=[O:10])[C:13]1[CH:18]=[CH:17][CH:16]=[CH:15][CH:14]=1 |f:0.1.2|. Reported procedure: Potassium carbonate and benzyl bromoacetate were added to DMF solution of ethyl (4-aminophenoxy)acetate and stirred under heating. After adding water and ethyl acetate to the reaction mixture, the organic layer was separated, washed and dried, and then the solvent was evaporated under a reduced pressure. Dichloromethane solution of the thus obtained crude product was mixed with TEA, 4-fluorobenzoyl chloride was added dropwise thereto under ice-cooling and then the reaction solution was stirred. ... Reactants: [OH-].[Na+] (sodium hydroxide), OC=1C=C2C=CN(C2=CC1)C(=O)NC1=CC(=CC=C1)C(F)(F)F (5-hydroxy-N-(3-(trifluoromethyl)phenyl)-1H-indole-1-carboxamide), OC=1C=C2CCN(C2=CC1)C(=O)NC1=CC(=CC=C1)C(F)(F)F (5-hydroxy-N-(3-(trifluoromethyl)phenyl)indoline-1-carboxamide), [OH-].[Na+] (sodium hydroxide), ClC1=NC=CC(=N1)Cl (2,4-dichloropyrimidine). The solvent is CC(=O)C (acetone), O (water). Reaction conditions: time 1.5 hour. Product: ClC1=NC=CC(=N1)OC=1C=C2C=CN(C2=CC1)C(=O)NC1=CC(=CC=C1)C(F)(F)F (5-(2-chloropyrimidin-4-yloxy)-N-(3-(trifluoromethyl)phenyl)-1H-indole-1-carboxamide). Reaction SMILES: [OH:1][C:2]1[CH:3]=[C:4]2[C:8](=[CH:9][CH:10]=1)[N:7]([C:11]([NH:13][C:14]1[CH:19]=[CH:18][CH:17]=[C:16]([C:20]([F:23])([F:22])[F:21])[CH:15]=1)=[O:12])[CH:6]=[CH:5]2.OC1C=C2C(=CC=1)N(C(NC1C=CC=C(C(F)(F)F)C=1)=O)CC2.[OH-].[Na+].[Cl:49][C:50]1[N:55]=[C:54](Cl)[CH:53]=[CH:52][N:51]=1>CC(C)=O.O>[Cl:49][C:50]1[N:55]=[C:54]([O:1][C:2]2[CH:3]=[C:4]3[C:8](=[CH:9][CH:10]=2)[N:7]([C:11]([NH:13][C:14]2[CH:19]=[CH:18][CH:17]=[C:16]([C:20]([F:23])([F:21])[F:22])[CH:15]=2)=[O:12])[CH:6]=[CH:5]3)[CH:53]=[CH:52][N:51]=1 |f:2.3|. Procedure details: A mixture of 5-hydroxy-N-(3-(trifluoromethyl)phenyl)-1H-indole-1-carboxamide and 5-hydroxy-N-(3-(trifluoromethyl)phenyl)indoline-1-carboxamide (6:4) (3 g) is mixed with sodium hydroxide (0.45 g, 11.2 mmol) and 2,4-dichloropyrimidine (1.68 g, 11.2 mmol) in 50 mL of acetone and 50 mL of water at 0° C. and stirred for 1.5 h. Additional sodium hydroxide (0.075 g, 1.88 mmol) and (0.279 g, 1.88 mmol) are added. After additional 30 min stirring the reaction is concentrated, diluted with EtOAc, washed w... Reactants: ClCCl, O=C(Cl)C(CC1CCCC1)c1ccc(Cl)c(Cl)c1, Nc1ccn(CCCO)n1, Cc1cccc(C)n1. The product is O=C(Nc1ccn(CCCO)n1)C(CC1CCCC1)c1ccc(Cl)c(Cl)c1. As a reaction SMILES: [CH2:37]([Cl:38])[Cl:39].[CH:19]1([CH2:24][CH:25]([C:26](=[O:27])[Cl:28])[c:29]2[cH:30][c:31]([Cl:36])[c:32]([Cl:35])[cH:33][cH:34]2)[CH2:20][CH2:21][CH2:22][CH2:23]1.[NH2:1][c:2]1[n:3][n:4]([CH2:7][CH2:8][CH2:9][OH:10])[cH:5][cH:6]1.[n:11]1[c:12]([CH3:13])[cH:14][cH:15][cH:16][c:17]1[CH3:18]>>[NH:1]([c:2]1[n:3][n:4]([CH2:7][CH2:8][CH2:9][OH:10])[cH:5][cH:6]1)[C:26]([CH:25]([CH2:24][CH:19]1[CH2:20][CH2:21][CH2:22][CH2:23]1)[c:29]1[cH:30][c:31]([Cl:36])[c:32]([Cl:35])[cH:33][cH:34]1)=[O:27]. The reactants are C(C1=CC=CC=C1)[C@@H]([C@@H](CN(CC1=CC(=CC=C1)OC)C(=O)OC(C)(C)C)O)NC(=O)[C@H](CCC(N1CCCCC1)=O)NC(OCC1=CC=CC=C1)=O (1-Benzyl (1S)-1-[({(1S,2R)-1-benzyl-3-[(tert-butoxycarbonyl)(3-methoxybenzyl)amino]-2-hydroxypropyl}amino)carbonyl]-4-oxo-4-(1-piperidinyl)butylcarbamate), O1CCOCC1.Cl (dioxane hydrochloric acid). Run at time 15 minute. The product is Cl.C(=O)(OCC1=CC=CC=C1)N[C@@H](C(=O)N[C@H]([C@@H](CNCC1=CC(=CC=C1)OC)O)CC1=CC=CC=C1)CCC(N1CCCCC1)=O ((2R)-2-Carbobenzyloxyamino-N-{(1S,2R)-1-benzyl-2-hydroxy-3-[(3-methoxybenzyl)amino]propyl}-5-oxo-5-piperidin-1-ylpentanamide hydrochloride). Reaction SMILES: [CH2:1]([C@H:8]([NH:29][C:30]([C@@H:32]([NH:43][C:44](=[O:53])[O:45][CH2:46][C:47]1[CH:52]=[CH:51][CH:50]=[CH:49][CH:48]=1)[CH2:33][CH2:34][C:35](=[O:42])[N:36]1[CH2:41][CH2:40][CH2:39][CH2:38][CH2:37]1)=[O:31])[C@H:9]([OH:28])[CH2:10][N:11](C(OC(C)(C)C)=O)[CH2:12][C:13]1[CH:18]=[CH:17][CH:16]=[C:15]([O:19][CH3:20])[CH:14]=1)[C:2]1[CH:7]=[CH:6][CH:5]=[CH:4][CH:3]=1.O1CCOCC1.[ClH:60]>>[ClH:60].[C:44]([NH:43][C@H:32]([CH2:33][CH2:34][C:35](=[O:42])[N:36]1[CH2:37][CH2:38][CH2:39][CH2:40][CH2:41]1)[C:30]([NH:29][C@@H:8]([CH2:1][C:2]1[CH:7]=[CH:6][CH:5]=[CH:4][CH:3]=1)[C@H:9]([OH:28])[CH2:10][NH:11][CH2:12][C:13]1[CH:18]=[CH:17][CH:16]=[C:15]([O:19][CH3:20])[CH:14]=1)=[O:31])([O:45][CH2:46][C:47]1[CH:52]=[CH:51][CH:50]=[CH:49][CH:48]=1)=[O:53] |f:1.2,3.4|. Procedure details: A 50 ml round bottom flask was charged with 1-benzyl (1S)-1-[({(1S,2R)-1-benzyl-3-[(tert-butoxycarbonyl)(3-methoxybenzyl)amino]-2-hydroxypropyl}amino)carbonyl]-4-oxo-4-(1-piperidinyl)butylcarbamate (XXXVI, EXAMPLE 3, 100 mg) in dioxane/hydrochloric acid (4 N, 4 ml). The reaction is stirred 15 minutes when HPLC analysis indicates complete de-protection. The reaction mixture is concentrated under reduced pressure. The crude product is chased with acetonitrile (5 ml) then methylene chloride (5 ml)....